This data is from the Open Reaction Database (ORD), a public repository of structured organic reaction records. The task is: describe an organic reaction: reactants, conditions, products, and yield Starting materials: COc1cc(N2CCCN(C)CC2)ccc1[N+](=O)[O-], CCO. The product is COc1cc(N2CCCN(C)CC2)ccc1N. Reaction SMILES: [CH3:1][N:2]1[CH2:3][CH2:4][N:5]([c:9]2[cH:10][c:11]([O:18][CH3:19])[c:12]([N+:15]([O-:16])=[O:17])[cH:13][cH:14]2)[CH2:6][CH2:7][CH2:8]1.[CH3:20][CH2:21][OH:22]>>[CH3:1][N:2]1[CH2:3][CH2:4][N:5]([c:9]2[cH:10][c:11]([O:18][CH3:19])[c:12]([NH2:15])[cH:13][cH:14]2)[CH2:6][CH2:7][CH2:8]1. The reactants are COC([C@@H](NC([C@@H](NC(CC1=CC=CC=C1)=O)CC1=CC(=C(C=C1)OCC=C)Cl)=O)CC1=CC=CC=C1)=O (4-Allyloxy-3-chloro-phenylacetyl-(L)-phenylalanyl-(L)-phenylalanine methyl ester), [OH-].[Na+] (sodium hydroxide), Cl (hydrochloric acid). The solvent is CC(=O)C (acetone), Light petroleum. Conditions: temperature 0 celsius. Product: C(C=C)OC1=C(C=C(C[C@H](NC(CC2=CC=CC=C2)=O)C(=O)N[C@@H](CC2=CC=CC=C2)C(=O)O)C=C1)Cl (4-Allyloxy-3-chloro-phenylacetyl-(L)-phenylalanyl-(L)-phenylalanine). The yield is 52.3%. RXN SMILES: C[O:2][C:3](=[O:38])[C@H:4]([CH2:31][C:32]1[CH:37]=[CH:36][CH:35]=[CH:34][CH:33]=1)[NH:5][C:6](=[O:30])[C@H:7]([CH2:18][C:19]1[CH:24]=[CH:23][C:22]([O:25][CH2:26][CH:27]=[CH2:28])=[C:21]([Cl:29])[CH:20]=1)[NH:8][C:9](=[O:17])[CH2:10][C:11]1[CH:16]=[CH:15][CH:14]=[CH:13][CH:12]=1.[OH-].[Na+].Cl>CC(C)=O>[CH2:26]([O:25][C:22]1[CH:23]=[CH:24][C:19]([CH2:18][C@@H:7]([C:6]([NH:5][C@H:4]([C:3]([OH:38])=[O:2])[CH2:31][C:32]2[CH:33]=[CH:34][CH:35]=[CH:36][CH:37]=2)=[O:30])[NH:8][C:9](=[O:17])[CH2:10][C:11]2[CH:16]=[CH:15][CH:14]=[CH:13][CH:12]=2)=[CH:20][C:21]=1[Cl:29])[CH:27]=[CH2:28] |f:1.2|. Procedure details: 4-Allyloxy-3-chloro-phenylacetyl-(L)-phenylalanyl-(L)-phenylalanine methyl ester (5.3 g) was suspended in acetone (40 ml) to which was added aqueous sodium hydroxide (1 M, 20.0 ml) and the whole was heated to effect solution. After the solution had been cooled to 0° C., the pH was adjusted to 2-3 using aqueous hydrochloric acid (3 M) and the whole was extracted with ethyl acetate (80 ml). The extract was dried (anhydrous sodium sulphate) and the solvent was evaporated at reduced pressure to leav... Reactants: ice water, COC(=O)C1CCC(N1CC#C)=O (5-methoxycarbonyl-1-(2-propynyl)-2-pyrrolidinone), N (ammonia). Run in CO (methanol). Reaction conditions: time 8 hour. Yields the product O=C1CCC(N1CC#C)C(=O)N (5-Oxo-1-(2-propynyl)-2-pyrrolidine carboxamide). RXN SMILES: C[O:2][C:3]([CH:5]1[N:9]([CH2:10][C:11]#[CH:12])[C:8](=[O:13])[CH2:7][CH2:6]1)=O.[NH3:14]>CO>[O:13]=[C:8]1[N:9]([CH2:10][C:11]#[CH:12])[CH:5]([C:3]([NH2:14])=[O:2])[CH2:6][CH2:7]1. Procedure details: An ice water chilled solution of 5-methoxycarbonyl-1-(2-propynyl)-2-pyrrolidinone (5.1 g) and sieve dried methanol (250 ml) was treated with anhydrous ammonia for ten minutes and was then allowed to stand overnight at ambient temperature. The solution was concentrated to afford an oil which crystallized (4.81 g). Recrystallization from 95% ethanol (20 ml) gave 3.07 g of almost colorless crystals, mp 145°-147° C. Starting materials: Br, CC(=O)O, O=c1n(CCCF)nnn1-c1ccc(OCc2ccc(F)cc2)cc1F. Product: O=c1n(CCCF)nnn1-c1ccc(O)cc1F. Reaction SMILES: [BrH:27].[CH3:28][C:29](=[O:30])[OH:31].[F:1][c:2]1[cH:3][cH:4][c:5]([CH2:6][O:9][c:10]2[cH:11][c:12]([F:26])[c:13](-[n:16]3[n:17][n:18][n:19]([CH2:22][CH2:23][CH2:24][F:25])[c:20]3=[O:21])[cH:14][cH:15]2)[cH:7][cH:8]1>>[OH:9][c:10]1[cH:11][c:12]([F:26])[c:13](-[n:16]2[n:17][n:18][n:19]([CH2:22][CH2:23][CH2:24][F:25])[c:20]2=[O:21])[cH:14][cH:15]1. The reactants are 3S, C(C1=CC=CC=C1)OC(=O)NC1(C(N(CCC1)N)=O)P(=O)NC(CCC)=O (3-benzyloxycarbonylamino-1-amino(n-butanoylamino)phosphinyl-2-piperidone). The reagents and catalysts are [Pd] (Palladium black). Run in C(C)O (ethanol). Conditions: time 4 hour. Product: NC1(C(N(CCC1)N)=O)P(=O)NC(CCC)=O (3-amino-1-amino(n-butanoylamino)phosphinyl-2-piperidone). As a reaction SMILES: C(OC([NH:11][C:12]1([PH:20]([NH:22][C:23](=[O:27])[CH2:24][CH2:25][CH3:26])=[O:21])[CH2:17][CH2:16][CH2:15][N:14]([NH2:18])[C:13]1=[O:19])=O)C1C=CC=CC=1>C(O)C.[Pd]>[NH2:11][C:12]1([PH:20]([NH:22][C:23](=[O:27])[CH2:24][CH2:25][CH3:26])=[O:21])[CH2:17][CH2:16][CH2:15][N:14]([NH2:18])[C:13]1=[O:19]. Procedure: Palladium black (30.0 mg) was added to a solution of (3S, P (SR))-3-benzyloxycarbonylamino-1-amino(n-butanoylamino)phosphinyl-2-piperidone (153.2 mg, 0.3865 mmol) in ethanol (10 mL), and the resulting mixture was stirred at room temperature for 4 hours under a hydrogen atmosphere.